From a dataset of the Open Reaction Database (ORD), a public repository of structured organic reaction records. describe an organic reaction: reactants, conditions, products, and yield The reactants are I(=O)(=O)(=O)O (periodic acid), C(C)(=O)OC=CCCCCCCC1C(CCCCCCCC)O1 (9.10-epoxy-octadecen-1-ol acetate). The solvent is O (water), O1CCOCC1 (dioxane). The product is C(C)(=O)OCCCCCCCCC=O (9-acetoxy-nonanal). Reaction SMILES: I(O)(=O)(=O)=O.[C:6]([O:9][CH:10]=[CH:11][CH2:12][CH2:13][CH2:14][CH2:15][CH2:16][CH2:17][CH:18]1[O:28]C1CCCCCCCC)(=[O:8])[CH3:7]>O.O1CCOCC1>[C:6]([O:9][CH2:10][CH2:11][CH2:12][CH2:13][CH2:14][CH2:15][CH2:16][CH2:17][CH:18]=[O:28])(=[O:8])[CH3:7]. Procedure: To a solution of 31 g (0.11 moles) of crystallic periodic acid (HIO4, 2H2O) in 50 ml of water a solution of 25 g (0.076 moles) of 9.10-epoxy-octadecen-1-ol acetate in 220 ml of dioxane is added in 10 minutes. The reaction mixture is stirred at room temperature for a night, then poured onto water. The aqueous suspension is extracted twice with a total amount of 500 ml of petroleum ether, washed with water, dried with magnesium sulfate, the solvent is distilled off, and the residue is distilled in...